This data is from the Open Reaction Database (ORD), a public repository of structured organic reaction records. The task is: describe an organic reaction: reactants, conditions, products, and yield Reactants: COC(=O)C(NC(=O)C(C)NC(=O)OC(C)(C)C)C1CC1, Cl, C1COCCO1. The product is Cl, COC(=O)C(NC(=O)C(C)N)C1CC1. As a reaction SMILES: [C:1]([O:2][C:3](=[O:4])[NH:8][CH:9]([CH3:10])[C:11](=[O:12])[NH:13][CH:14]([C:15](=[O:16])[O:17][CH3:18])[CH:19]1[CH2:20][CH2:21]1)([CH3:5])([CH3:6])[CH3:7].[ClH:22].[O:23]1[CH2:24][CH2:25][O:26][CH2:27][CH2:28]1>>[ClH:22].[NH2:8][CH:9]([CH3:10])[C:11](=[O:12])[NH:13][CH:14]([C:15](=[O:16])[O:17][CH3:18])[CH:19]1[CH2:20][CH2:21]1. Starting materials: OCCCO, Nc1nc(Cl)nc2c1ncn2Cc1ccccc1, [Na]. The product is Nc1nc(OCCCO)nc2c1ncn2Cc1ccccc1. Reaction SMILES: [CH2:20]([CH2:21][CH2:22][OH:23])[OH:24].[NH2:2][c:3]1[c:4]2[n:5][cH:6][n:7]([CH2:13][c:14]3[cH:15][cH:16][cH:17][cH:18][cH:19]3)[c:8]2[n:9][c:10]([Cl:12])[n:11]1.[Na:1]>>[NH2:2][c:3]1[c:4]2[n:5][cH:6][n:7]([CH2:13][c:14]3[cH:15][cH:16][cH:17][cH:18][cH:19]3)[c:8]2[n:9][c:10]([O:23][CH2:22][CH2:21][CH2:20][OH:24])[n:11]1. The reactants are Cl.NO (hydroxylamine hydrochloride), compound, C(C)(=O)NC=1C=CC(=C2CCC(C(C12)=O)=CO)Cl (8-Acetylamino-5-chloro-2-hydroxymethylene-1-tetralone), C(C)(=O)O (acetic acid). The solvent is O (water). Run at temperature 120 celsius. The product is C(C)(=O)NC=1C=CC(=C2CCC3=C(C=NO3)C12)Cl (9-Acetylamino-6-chloro-4,5-dihydronaphtho[1,2-d]-isoxazole). RXN SMILES: [C:1]([NH:4][C:5]1[CH:6]=[CH:7][C:8](Cl)=[C:9]2[C:14]=1[C:13](=O)[C:12](=CO)[CH2:11][CH2:10]2)(=[O:3])[CH3:2].[C:19](O)(=O)C.[ClH:23].[NH2:24][OH:25]>O>[C:1]([NH:4][C:5]1[CH:6]=[CH:7][C:8]([Cl:23])=[C:9]2[C:14]=1[C:13]1[CH:19]=[N:24][O:25][C:12]=1[CH2:11][CH2:10]2)(=[O:3])[CH3:2] |f:2.3|. Procedure details: 1.29 gm of the compound prepared in (1) above was dissolved into 30 ml of acetic acid. After the addition of 339 mg of hydroxylamine hydrochloride, the mixture was heated for 10 minutes at 120° C. while stirring. After cooling, water was added to collect the precipitate by filtration. The precipitate was washed with water and hexane to obtain 1.1 gm of the title compound. Reactants: C(C)(C)(C)OC(=O)N[C@@H](CCSC)C(=O)O (N-tert-butoxycarbonyl-L-methionine), ClC1=C(N)C=CC=C1 (2-chloroaniline). The product is ClC1=C(C=CC=C1)NC([C@@H](NC(=O)OC(C)(C)C)CCSC)=O (N-tert-Butoxycarbonyl-L-Methionine N-2-Chlorophenyl Amide). RXN SMILES: [C:1]([O:5][C:6]([NH:8][C@H:9]([C:14]([OH:16])=O)[CH2:10][CH2:11][S:12][CH3:13])=[O:7])([CH3:4])([CH3:3])[CH3:2].[Cl:17][C:18]1[CH:24]=[CH:23][CH:22]=[CH:21][C:19]=1[NH2:20]>>[Cl:17][C:18]1[CH:24]=[CH:23][CH:22]=[CH:21][C:19]=1[NH:20][C:14](=[O:16])[C@H:9]([CH2:10][CH2:11][S:12][CH3:13])[NH:8][C:6]([O:5][C:1]([CH3:2])([CH3:3])[CH3:4])=[O:7]. Reported procedure: Reaction of N-tert-butoxycarbonyl-L-methionine (1a) and 2-chloroaniline (2b) according to General Procedure A, gave after purification on a SILICA GEL column with hexane-acetone (3:1) as the eluent, an oily liquid of (3b) (C16H23N2O3S1Cl1, 79%), Rf=0.43 (hexane-acetone 3:1), [α]D23 =-41.5° (c 0.65, CHCl3), IR (KBr) ν: 536, 548, 606, 648, 667, 691, 752, 864, 963, 1036, 1055, 1165, 1250, 1298, 1368, 1393, 1441, 1524, 1593, 1616, 1684, 1696, 2338, 2361, 2870, 2920, 2978, 3036, 3061, 3121, 3314 cm-1...